From a dataset of the Open Reaction Database (ORD), a public repository of structured organic reaction records. describe an organic reaction: reactants, conditions, products, and yield Procedure: A mixture of 4-(4H-1,2,4-triazol-3-yl)pyridine (0.56 g, 3.8 mmol), PMBCl (0.66 g, 4.2 mmol), and K2CO3 (2.12 g, 15.3 mmol) in DMF (10 mL) was stirred for 4 h at room temperature. The reaction mixture was then diluted with water and extracted with DCM. The combined organic layers were washed with water three times, dried with Na2SO4, filtered and concentrated. The crude product was purified by column chromatography to give 4-(4-(4-methoxybenzyl)-4H-1,2,4-triazol-3-yl)pyridine (0.60 g). As a reaction SMILES: [N:1]1[N:2]=[C:3]([C:6]2[CH:11]=[CH:10][N:9]=[CH:8][CH:7]=2)[NH:4][CH:5]=1.[CH3:12][O:13][C:14]1[CH:19]=[CH:18][C:17]([CH2:20]Cl)=[CH:16][CH:15]=1.C([O-])([O-])=O.[K+].[K+]>CN(C=O)C.O>[CH3:12][O:13][C:14]1[CH:19]=[CH:18][C:17]([CH2:20][N:4]2[CH:5]=[N:1][N:2]=[C:3]2[C:6]2[CH:11]=[CH:10][N:9]=[CH:8][CH:7]=2)=[CH:16][CH:15]=1 |f:2.3.4|. Isolated yield 59.3%. Reaction conditions: time 4 hour. The solvent is CN(C)C=O (DMF), O (water). Starting materials: N=1N=C(NC1)C1=CC=NC=C1 (4-(4H-1,2,4-triazol-3-yl)pyridine), COC1=CC=C(C=C1)CCl (PMBCl), C(=O)([O-])[O-].[K+].[K+] (K2CO3). Yields the product COC1=CC=C(CN2C(=NN=C2)C2=CC=NC=C2)C=C1 (4-(4-(4-methoxybenzyl)-4H-1,2,4-triazol-3-yl)pyridine).